From a dataset of the Open Reaction Database (ORD), a public repository of structured organic reaction records. describe an organic reaction: reactants, conditions, products, and yield Starting materials: NCC(=O)[C@H]1[C@@](O[C@@H]([C@H]([C@@H]1O)O)CO)(N(C(CCCCCCC\C=C/CCCCCCCC)=O)CCCCCCCCCCCCCCCCCC)N (N-(2-glycyl-amino-2-deoxy-β-D-glucopyranosyl)-N-octadecyl-oleamide), C(C)(C)(C)OC(=O)N[C@@H](C)C(=O)N[C@@H](C)C(=O)O (N-tert-butyloxycarbonyl-L-alanyl-L-alanine). Solvent: ClCCl (dichloromethane). The product is C(C)(C)(C)OC(=O)N[C@@H](C)C(=O)N[C@@H](C)C(=O)NCC(=O)[C@H]1[C@@](O[C@@H]([C@H]([C@@H]1O)O)CO)(N(C(CCCCCCC\C=C/CCCCCCCC)=O)CCCCCCCCCCCCCCCCCC)N (N-[2-(N-tert-Butyloxycarbonyl-L-alanyl-L-alanyl-glycyl)-amino-2-deoxy-β-D-glucopyranosyl]-N octadecyl-oleamide). Yield: 55.0%. RXN SMILES: [NH2:1][CH2:2][C:3]([C@@H:5]1[C@@H:10]([OH:11])[C@H:9]([OH:12])[C@@H:8]([CH2:13][OH:14])[O:7][C@@:6]1([NH2:53])[N:15]([CH2:35][CH2:36][CH2:37][CH2:38][CH2:39][CH2:40][CH2:41][CH2:42][CH2:43][CH2:44][CH2:45][CH2:46][CH2:47][CH2:48][CH2:49][CH2:50][CH2:51][CH3:52])[C:16](=[O:34])[CH2:17][CH2:18][CH2:19][CH2:20][CH2:21][CH2:22][CH2:23]/[CH:24]=[CH:25]\[CH2:26][CH2:27][CH2:28][CH2:29][CH2:30][CH2:31][CH2:32][CH3:33])=[O:4].[C:54]([O:58][C:59]([NH:61][C@H:62]([C:64]([NH:66][C@H:67]([C:69](O)=[O:70])[CH3:68])=[O:65])[CH3:63])=[O:60])([CH3:57])([CH3:56])[CH3:55]>ClCCl>[C:54]([O:58][C:59]([NH:61][C@H:62]([C:64]([NH:66][C@H:67]([C:69]([NH:1][CH2:2][C:3]([C@@H:5]1[C@@H:10]([OH:11])[C@H:9]([OH:12])[C@@H:8]([CH2:13][OH:14])[O:7][C@@:6]1([NH2:53])[N:15]([CH2:35][CH2:36][CH2:37][CH2:38][CH2:39][CH2:40][CH2:41][CH2:42][CH2:43][CH2:44][CH2:45][CH2:46][CH2:47][CH2:48][CH2:49][CH2:50][CH2:51][CH3:52])[C:16](=[O:34])[CH2:17][CH2:18][CH2:19][CH2:20][CH2:21][CH2:22][CH2:23]/[CH:24]=[CH:25]\[CH2:26][CH2:27][CH2:28][CH2:29][CH2:30][CH2:31][CH2:32][CH3:33])=[O:4])=[O:70])[CH3:68])=[O:65])[CH3:63])=[O:60])([CH3:57])([CH3:56])[CH3:55]. Reported procedure: from N-(2-glycyl-amino-2-deoxy-β-D-glucopyranosyl)-N-octadecyl-oleamide and N-tert-butyloxycarbonyl-L-alanyl-L-alanine. Yield 55%. [α]D =+10.3° (c=0.85, dichloromethane).